This data is from the Open Reaction Database (ORD), a public repository of structured organic reaction records. The task is: describe an organic reaction: reactants, conditions, products, and yield Reactants: C(C=CC1=CC=CC=C1)=NNC(=S)N (cinnamaldehyde thiosemicarbazone), BrCC(=O)C1=C(C=C(C=C1)O)C (2-bromo-4′-hydroxy-2′-methylacetophenone). Yields the product CC=1C=C(C=CC1C=1N=C(SC1)N/N=C/C=C/C1=CC=CC=C1)O (3-methyl-4-(2-{N′-[(E)-3-phenylprop-2-en-(E)-ylidene]-hydrazino}-thiazol-4-yl)-phenol). Isolated yield 36.0%. RXN SMILES: [CH:1](=[N:10][NH:11][C:12]([NH2:14])=[S:13])[CH:2]=[CH:3][C:4]1[CH:9]=[CH:8][CH:7]=[CH:6][CH:5]=1.Br[CH2:16][C:17]([C:19]1[CH:24]=[CH:23][C:22]([OH:25])=[CH:21][C:20]=1[CH3:26])=O>>[CH3:26][C:20]1[CH:21]=[C:22]([OH:25])[CH:23]=[CH:24][C:19]=1[C:17]1[N:14]=[C:12]([NH:11]/[N:10]=[CH:1]/[CH:2]=[CH:3]/[C:4]2[CH:9]=[CH:8][CH:7]=[CH:6][CH:5]=2)[S:13][CH:16]=1. Procedure: The compound is prepared according to the method described in example 1B from cinnamaldehyde thiosemicarbazone (0.28 mmoles) (Eur. J. Med. Chem. 25(7), 581-588, 1990) and from 2-bromo-4′-hydroxy-2′-methylacetophenone (0.28 mmoles). Yield 36%. Starting materials: CC(=O)C (Acetone), C(=O)(O)C1=C(C(=O)C2=CC3=C(SC4=C3C=CC=C4)C=C2)C=CC=C1 (2-(o-carboxybenzoyl)dibenzothiophene), P(Cl)(Cl)(Cl)(Cl)Cl (phosphorus pentachloride), [Cl-].[Al+3].[Cl-].[Cl-] (aluminum chloride). Solvent: ClC1=C(C=CC=C1)Cl (1,2-dichlorobenzene). Conditions: temperature 140 celsius. Yields the product C1=CC=CC2=C1C1=C(S2)C=C2C(C=3C=CC=CC3C(C2=C1)=O)=O (anthra[2,3-b]benzo[d]thiophene-7,12-dione). The yield is 16.1%. As a reaction SMILES: [C:1]([C:4]1[CH:24]=[CH:23][CH:22]=[CH:21][C:5]=1[C:6]([C:8]1[CH:20]=[CH:19][C:11]2[S:12][C:13]3[CH:18]=[CH:17][CH:16]=[CH:15][C:14]=3[C:10]=2[CH:9]=1)=[O:7])(O)=[O:2].P(Cl)(Cl)(Cl)(Cl)Cl.[Cl-].[Al+3].[Cl-].[Cl-].CC(C)=O>ClC1C=CC=CC=1Cl>[CH:15]1[C:14]2[C:10]3[CH:9]=[C:8]4[C:20]([C:1](=[O:2])[C:4]5[CH:24]=[CH:23][CH:22]=[CH:21][C:5]=5[C:6]4=[O:7])=[CH:19][C:11]=3[S:12][C:13]=2[CH:18]=[CH:17][CH:16]=1 |f:2.3.4.5|. Procedure: To a mixture of 2-(o-carboxybenzoyl)dibenzothiophene (35.6 g, 107 mmol) and phosphorus pentachloride (33.5 g, 161 mmol) in anhydrous 1,2-dichlorobenzene (430 cm3) is added aluminum chloride (21.4 g, 161 mmol). The mixture is then heated at 140° C. for 17 hours. The reaction mixture cooled to 23° C. and the solvent removed under vacuum to give a black solid. Acetone (500 cm3) is added and the mixture filtered to give a green/yellow solid which is dried under vacuum. To the solid is added dichloro... The reactants are CC(C)(C)OC(=O)N1CCNCC1, O=C([O-])[O-], CN(C)C=O, Cc1ccccc1, Clc1cnc(Cl)c(Cl)c1, [K+], [K+], O. Product: CC(C)(C)OC(=O)N1CCN(c2ncc(Cl)cc2Cl)CC1. Reaction SMILES: [C:10](=[O:11])([O:12][C:13]([CH3:14])([CH3:15])[CH3:16])[N:17]1[CH2:18][CH2:19][NH:20][CH2:21][CH2:22]1.[C:23](=[O:24])([O-:25])[O-:26].[CH3:29][N:30]([CH3:31])[CH:32]=[O:33].[CH3:35][c:36]1[cH:37][cH:38][cH:39][cH:40][cH:41]1.[Cl:1][c:2]1[n:3][cH:4][c:5]([Cl:9])[cH:6][c:7]1[Cl:8].[K+:27].[K+:28].[OH2:34]>>[c:2]1([N:20]2[CH2:19][CH2:18][N:17]([C:10](=[O:11])[O:12][C:13]([CH3:14])([CH3:15])[CH3:16])[CH2:22][CH2:21]2)[n:3][cH:4][c:5]([Cl:9])[cH:6][c:7]1[Cl:8]. Reactants: ClC1=CC=C(C=C1)O (4-chlorophenol), O (water), [N+](=O)(O)[O-] (nitric acid). The solvent is C(C)(=O)O (acetic acid). Reaction conditions: time 5 hour. The product is ClC1=CC(=C(C=C1)O)[N+](=O)[O-] (4-chloro-2-nitrophenol). As a reaction SMILES: [Cl:1][C:2]1[CH:7]=[CH:6][C:5]([OH:8])=[CH:4][CH:3]=1.O.[N+:10]([O-])([OH:12])=[O:11]>C(O)(=O)C>[Cl:1][C:2]1[CH:7]=[CH:6][C:5]([OH:8])=[C:4]([N+:10]([O-:12])=[O:11])[CH:3]=1. Procedure details: 0.125 mol (16 g) of 4-chlorophenol, 25 ml of water and 35 ml of acetic acid are introduced into a 125 ml three-necked flask equipped with a stirring system and a thermometer; the mixture is brought to 40° C. and 14.2 ml of nitric acid (d=1.38) are then added drop by drop; the reactants are left in contact for 5 hours. The product is separated by filtration and is crystallized in the minimum of absolute alcohol. Reactants: Cn1cnc(C=O)c1Br, CS(C)=O, CCOC(C)=O, [Na], O=S(O)c1ccccc1. The product is Cn1cnc(C=O)c1S(=O)(=O)c1ccccc1. RXN SMILES: [Br:11][c:12]1[c:13]([CH:18]=[O:19])[n:14][cH:15][n:16]1[CH3:17].[CH3:20][S:21](=[O:22])[CH3:23].[CH3:24][CH2:25][O:26][C:27](=[O:28])[CH3:29].[Na:1].[c:2]1([S:8](=[O:9])[OH:10])[cH:3][cH:4][cH:5][cH:6][cH:7]1>>[c:2]1([S:8](=[O:9])(=[O:10])[c:12]2[c:13]([CH:18]=[O:19])[n:14][cH:15][n:16]2[CH3:17])[cH:3][cH:4][cH:5][cH:6][cH:7]1. Starting materials: ClC(C(OC)=N)(Cl)Cl (methyl 2,2,2-trichloroacetimidate), NC1=C(C=C(C=C1)N1C(C=C(C=C1)OCC1=CC=C(C=C1)F)=O)NC (1-(4-amino-3-(methylamino)phenyl)-4-((4-fluorobenzyl)oxy)pyridin-2(1H)-one), O (Water). Run in CC(=O)O (AcOH). Reaction conditions: time 2 hour. Product: FC1=CC=C(COC2=CC(N(C=C2)C=2C=CC3=C(N(C(=N3)C(Cl)(Cl)Cl)C)C2)=O)C=C1 (4-((4-Fluorobenzyl)oxy)-1-(1-methyl-2-(trichloromethyl)-1H-benzimidazol-6-yl)pyridin-2(1H)-one). RXN SMILES: N[C:2]1[CH:7]=[CH:6][C:5]([N:8]2[CH:13]=[CH:12][C:11]([O:14][CH2:15][C:16]3[CH:21]=[CH:20][C:19]([F:22])=[CH:18][CH:17]=3)=[CH:10][C:9]2=[O:23])=[CH:4][C:3]=1[NH:24][CH3:25].[Cl:26][C:27]([Cl:33])([Cl:32])[C:28](=[NH:31])OC.O>CC(O)=O>[F:22][C:19]1[CH:18]=[CH:17][C:16]([CH2:15][O:14][C:11]2[CH:12]=[CH:13][N:8]([C:5]3[CH:6]=[CH:7][C:2]4[N:31]=[C:28]([C:27]([Cl:26])([Cl:32])[Cl:33])[N:24]([CH3:25])[C:3]=4[CH:4]=3)[C:9](=[O:23])[CH:10]=2)=[CH:21][CH:20]=1. Reported procedure: To a mixture of 1-(4-amino-3-(methylamino)phenyl)-4-((4-fluorobenzyl)oxy)pyridin-2(1H)-one (270 mg) in AcOH (3 ml) was added methyl 2,2,2-trichloroacetimidate (0.196 ml) dropwise at 0° C. The mixture was stirred at room temperature for 2 h. Water was added to the mixture. The resulting precipitate was collected by filtration and dried to give the title compound (220 mg) as an ivory solid.